Dataset: the Open Reaction Database (ORD), a public repository of structured organic reaction records. Task: describe an organic reaction: reactants, conditions, products, and yield Reactants: CCO, NCc1ccccc1, O=S(=O)(c1ccccc1)N(CC1CO1)CC1CO1. Product: O=S(=O)(c1ccccc1)N1CC(O)CN(Cc2ccccc2)CC(O)C1. Reaction SMILES: [CH3:27][CH2:28][OH:29].[NH2:19][CH2:20][c:21]1[cH:22][cH:23][cH:24][cH:25][cH:26]1.[O:1]1[CH:2]([CH2:4][N:5]([S:6](=[O:7])(=[O:8])[c:9]2[cH:10][cH:11][cH:12][cH:13][cH:14]2)[CH2:15][CH:16]2[O:17][CH2:18]2)[CH2:3]1>>[OH:1][CH:2]1[CH2:3][N:19]([CH2:20][c:21]2[cH:22][cH:23][cH:24][cH:25][cH:26]2)[CH2:18][CH:16]([OH:17])[CH2:15][N:5]([S:6](=[O:7])(=[O:8])[c:9]2[cH:10][cH:11][cH:12][cH:13][cH:14]2)[CH2:4]1.